This data is from the Open Reaction Database (ORD), a public repository of structured organic reaction records. The task is: describe an organic reaction: reactants, conditions, products, and yield Yields the product ClC1=CC=CC2=C1C(N(CC=1N2C=NC1C=1OC=C(N1)CN(C(C)C)C(C)C)C)=O (7-chloro-3-(4-diisopropylaminomethyl-oxazol-2-yl)-5-methyl-5,6-dihydro-4H-imidazo[1,5-a][1,4]benzodiazepin-6-one). Isolated yield 31.3%. The reactants are ClC1=CC=CC2=C1C(N(CC=1N2C=NC1C=1OC=C(N1)CCl)C)=O (7-chloro-3-(4-chloromethyl-oxazol-2-yl)-5-methyl-5,6-dihydro-4H-imidazo[1,5-a][1,4]-benzodiazepin-6-one), C(C)(C)NC(C)C (diisopropylamine). The solvent is O1CCCC1 (tetrahydrofuran). Procedure: 0.30 g (0.00082 mol) of 7-chloro-3-(4-chloromethyl-oxazol-2-yl)-5-methyl-5,6-dihydro-4H-imidazo[1,5-a][1,4]-benzodiazepin-6-one was dissolved in 40 ml of tetrahydrofuran, treated with 2.3 ml (0.0165 mol) of diisopropylamine and boiled at 150° in an autoclave for 20 hrs. The solution was completely freed from the solvents, the residue was chromatographed over silica gel with ethyl acetate/ethanol 9:1 as the eluent and recrystallized from hot diisopropyl ether. There was obtained 0.11 g (31%) of 7... As a reaction SMILES: [Cl:1][C:2]1[C:7]2[C:8](=[O:24])[N:9]([CH3:23])[CH2:10][C:11]3[N:12]([CH:13]=[N:14][C:15]=3[C:16]3[O:17][CH:18]=[C:19]([CH2:21]Cl)[N:20]=3)[C:6]=2[CH:5]=[CH:4][CH:3]=1.[CH:25]([NH:28][CH:29]([CH3:31])[CH3:30])([CH3:27])[CH3:26]>O1CCCC1>[Cl:1][C:2]1[C:7]2[C:8](=[O:24])[N:9]([CH3:23])[CH2:10][C:11]3[N:12]([CH:13]=[N:14][C:15]=3[C:16]3[O:17][CH:18]=[C:19]([CH2:21][N:28]([CH:29]([CH3:31])[CH3:30])[CH:25]([CH3:27])[CH3:26])[N:20]=3)[C:6]=2[CH:5]=[CH:4][CH:3]=1. Starting materials: ClC1=NC2=CC=CC=C2C(=N1)C1CCCCC1 (2-chloro-4-cyclohexylquinazoline), Cl.N[C@@H]1CN(CC1)C(CC1=CC=C(C=C1)OC(F)(F)F)=O (1-((S)-3-aminopyrrolidin-1-yl)-2-(4-trifluoromethoxyphenyl)ethanone mono hydrochloride), C(C)(C)N(C(C)C)CC (N,N-diisopropylethylamine), C(O)([O-])=O.[Na+] (sodium hydrogencarbonate). Run in C(CCC)O (n-butanol), CN1C(CCC1)=O (N-methylpyrrolidone). Run at temperature 130 celsius, time 24 hour. Yields the product C1(CCCCC1)C1=NC(=NC2=CC=CC=C12)N[C@@H]1CN(CC1)C(CC1=CC=C(C=C1)OC(F)(F)F)=O (1-((S)-3-(4-cyclohexylquinazolin-2-ylamino)pyrrolidin-1-yl)-2-(4-trifluoromethoxyphenyl)ethanone). Yield: 41.6%. As a reaction SMILES: Cl[C:2]1[N:11]=[C:10]([CH:12]2[CH2:17][CH2:16][CH2:15][CH2:14][CH2:13]2)[C:9]2[C:4](=[CH:5][CH:6]=[CH:7][CH:8]=2)[N:3]=1.Cl.[NH2:19][C@H:20]1[CH2:24][CH2:23][N:22]([C:25](=[O:38])[CH2:26][C:27]2[CH:32]=[CH:31][C:30]([O:33][C:34]([F:37])([F:36])[F:35])=[CH:29][CH:28]=2)[CH2:21]1.C(N(CC)C(C)C)(C)C.C(=O)([O-])O.[Na+]>C(O)CCC.CN1CCCC1=O>[CH:12]1([C:10]2[C:9]3[C:4](=[CH:5][CH:6]=[CH:7][CH:8]=3)[N:3]=[C:2]([NH:19][C@H:20]3[CH2:24][CH2:23][N:22]([C:25](=[O:38])[CH2:26][C:27]4[CH:28]=[CH:29][C:30]([O:33][C:34]([F:35])([F:36])[F:37])=[CH:31][CH:32]=4)[CH2:21]3)[N:11]=2)[CH2:17][CH2:16][CH2:15][CH2:14][CH2:13]1 |f:1.2,4.5|. Procedure details: A mixture of 2-chloro-4-cyclohexylquinazoline (0.25 g), 1-((S)-3-aminopyrrolidin-1-yl)-2-(4-trifluoromethoxyphenyl)ethanone mono hydrochloride (0.49 g), N,N-diisopropylethylamine (0.52 mL), N-methylpyrrolidone (1.0 mL), and n-butanol (1.0 mL) was stirred at 130° C. for 24 h. To the reaction mixture was added saturated aqueous sodium hydrogencarbonate, and the mixture was extracted with chloroform. The organic layer was dried with anhydrous sodium sulfate, the desiccant was removed by filtration,... Reactants: C(C1=CC=CC=C1)OC=1C=C2C=C(C(=CC2=CC1)C1=CC=C(C(=O)OC)C=C1)OS(=O)(=O)C(F)(F)F (methyl 4-(6-(benzyloxy)-3-(((trifluoromethyl)sulfonyl)oxy)naphthalen-2-yl)benzoate), N#N (N2), C[Mg]Cl (MeMgCl). The reagents and catalysts are C=1C=CC(=CC1)[P](C=2C=CC=CC2)(C=3C=CC=CC3)[Pd]([P](C=4C=CC=CC4)(C=5C=CC=CC5)C=6C=CC=CC6)([P](C=7C=CC=CC7)(C=8C=CC=CC8)C=9C=CC=CC9)[P](C=1C=CC=CC1)(C=1C=CC=CC1)C=1C=CC=CC1 (Pd(PPh3)4), [Cl-].[Cl-].[Zn+2] (ZnCl2). Run in C1CCOC1 (THF). Reaction conditions: temperature 60 celsius, time 3 hour. Product: C(C1=CC=CC=C1)OC=1C=C2C=C(C(=CC2=CC1)C1=CC=C(C(=O)OC)C=C1)C (methyl 4-(6-(benzyloxy)-3-methylnaphthalen-2-yl)benzoate). Yield: 67.5%. RXN SMILES: [CH3:1][Mg]Cl.N#N.[CH2:6]([O:13][C:14]1[CH:15]=[C:16]2[C:21](=[CH:22][CH:23]=1)[CH:20]=[C:19]([C:24]1[CH:33]=[CH:32][C:27]([C:28]([O:30][CH3:31])=[O:29])=[CH:26][CH:25]=1)[C:18](OS(C(F)(F)F)(=O)=O)=[CH:17]2)[C:7]1[CH:12]=[CH:11][CH:10]=[CH:9][CH:8]=1>C1COCC1.[Cl-].[Cl-].[Zn+2].C1C=CC([P]([Pd]([P](C2C=CC=CC=2)(C2C=CC=CC=2)C2C=CC=CC=2)([P](C2C=CC=CC=2)(C2C=CC=CC=2)C2C=CC=CC=2)[P](C2C=CC=CC=2)(C2C=CC=CC=2)C2C=CC=CC=2)(C2C=CC=CC=2)C2C=CC=CC=2)=CC=1>[CH2:6]([O:13][C:14]1[CH:15]=[C:16]2[C:21](=[CH:22][CH:23]=1)[CH:20]=[C:19]([C:24]1[CH:33]=[CH:32][C:27]([C:28]([O:30][CH3:31])=[O:29])=[CH:26][CH:25]=1)[C:18]([CH3:1])=[CH:17]2)[C:7]1[CH:12]=[CH:11][CH:10]=[CH:9][CH:8]=1 |f:4.5.6,^1:53,55,74,93|. Procedure details: To a solution of ZnCl2 (1.32 g, 9.68 mmol) in anhydrous THF (20 mL) was added MeMgCl (1.6 mL, 4.80 mmol, 3M in THF) and the mixture was stirred at under N2 atmosphere at 10° C. for 1 hour. Then methyl 4-(6-(benzyloxy)-3-(((trifluoromethyl)sulfonyl)oxy)naphthalen-2-yl)benzoate (500 mg, 0.968 mmol) and Pd(PPh3)4 (100 mg, 0.0865 mmol) was added and the mixture was stirred at 60° C. under N2 atmosphere for 3 hours. After an aqueous/EtOAc workup, the residue was purified by silica gel column (PE/EtOA... Starting materials: NC1=CC=CC=C1 (aniline), BrC=1C=C2C(=NC1)N(C=C2)C (5-bromo-1-methyl-1H-pyrrolo[2,3-b]pyridine), Heterocycles. Yields the product CN1C=CC=2C1=NC(=CC2)NC2=CC=CC=C2 (1-Methyl-N-phenyl-1H-pyrrolo[2,3-b]pyridin-6-amine). Reaction SMILES: [NH2:1][C:2]1[CH:7]=[CH:6][CH:5]=[CH:4][CH:3]=1.Br[C:9]1[CH:10]=[C:11]2[CH:17]=[CH:16][N:15]([CH3:18])[C:12]2=[N:13][CH:14]=1>>[CH3:18][N:15]1[C:12]2=[N:13][C:14]([NH:1][C:2]3[CH:7]=[CH:6][CH:5]=[CH:4][CH:3]=3)=[CH:9][CH:10]=[C:11]2[CH:17]=[CH:16]1. Reported procedure: The procedure is in accordance with the protocol of Step B of Preparation 1″ using aniline and 5-bromo-1-methyl-1H-pyrrolo[2,3-b]pyridine (obtained in accordance with a protocol from the literature: Heterocycles, 60(4), 865, 2003). Reactants: N-Aryl-benzenesulfonamides, NC1=C(C=C(C=C1)Cl)C(=O)C1=NC=NC=C1 ((2-Amino-5-chloro-phenyl)-pyrimidin-4-yl-methanone), O1C=NC=C1C1=CC=C(C=C1)S(=O)(=O)Cl (4-oxazol-5-yl-benzenesulfonyl chloride). Reported procedure: The title compound was prepared according to the general procedure for the synthesis of N-Aryl-benzenesulfonamides previously described using 116 mg of (2-Amino-5-chloro-phenyl)-pyrimidin-4-yl-methanone and 122 mg of 4-oxazol-5-yl-benzenesulfonyl chloride. 1H-NMR (400 MHz, CDCl3): δ 7.43 (s,1H), 7.53 (dd,1H, J=8.8 Hz, 2.4 Hz), 7.62 (m, 2H), 7.75 (m, 2H), 7.80 (m, 3H), 7.98 (s, 1H), 8.99 (d, 1H, J=5.2 Hz), 9.25 (b, 1H), 10.29 (b, 1H). MS: m/z 441.9 (M++1). Yields the product ClC1=CC(=C(C=C1)NS(=O)(=O)C1=CC=C(C=C1)C1=CN=CO1)C(=O)C1=NC=NC=C1 (N-[4-chloro-2-(pyrimidine-4-carbonyl)-phenyl]4-oxazol-5-yl-benzenesulfonamide). As a reaction SMILES: [NH2:1][C:2]1[CH:7]=[CH:6][C:5]([Cl:8])=[CH:4][C:3]=1[C:9]([C:11]1[CH:16]=[CH:15][N:14]=[CH:13][N:12]=1)=[O:10].[O:17]1[C:21]([C:22]2[CH:27]=[CH:26][C:25]([S:28](Cl)(=[O:30])=[O:29])=[CH:24][CH:23]=2)=[CH:20][N:19]=[CH:18]1>>[Cl:8][C:5]1[CH:6]=[CH:7][C:2]([NH:1][S:28]([C:25]2[CH:26]=[CH:27][C:22]([C:21]3[O:17][CH:18]=[N:19][CH:20]=3)=[CH:23][CH:24]=2)(=[O:29])=[O:30])=[C:3]([C:9]([C:11]2[CH:16]=[CH:15][N:14]=[CH:13][N:12]=2)=[O:10])[CH:4]=1. The reactants are CCOC(C)=O, CC(C)=CC1C(C(=O)OCc2cccc(-c3ccccc3)c2C)C1(C)C, O=[O+][O-]. The product is Cc1c(COC(=O)C2C(C=O)C2(C)C)cccc1-c1ccccc1. As a reaction SMILES: [CH3:30][CH2:31][O:32][C:33](=[O:34])[CH3:35].[CH3:4][C:5]1([CH3:29])[CH:6]([C:12](=[O:13])[O:14][CH2:15][c:16]2[c:17]([CH3:28])[c:18](-[c:22]3[cH:23][cH:24][cH:25][cH:26][cH:27]3)[cH:19][cH:20][cH:21]2)[CH:7]1[CH:8]=[C:9]([CH3:10])[CH3:11].[O-:1][O+:2]=[O:3]>>[O:1]=[CH:8][CH:7]1[C:5]([CH3:4])([CH3:29])[CH:6]1[C:12](=[O:13])[O:14][CH2:15][c:16]1[c:17]([CH3:28])[c:18](-[c:22]2[cH:23][cH:24][cH:25][cH:26][cH:27]2)[cH:19][cH:20][cH:21]1.